describe an organic reaction: reactants, conditions, products, and yield From a dataset of the Open Reaction Database (ORD), a public repository of structured organic reaction records. The reactants are CCNC(=O)c1cc(F)c(N2CCN(C(=O)OC(C)(C)C)CC2)cc1F, CCOCC, Cl, C1COCCO1. Product: CCNC(=O)c1cc(F)c(N2CCNCC2)cc1F, Cl. RXN SMILES: [CH2:1]([CH3:2])[NH:3][C:4](=[O:5])[c:6]1[cH:7][c:8]([F:26])[c:9]([N:13]2[CH2:14][CH2:15][N:16]([C:19]([O:20][C:21]([CH3:22])([CH3:23])[CH3:24])=[O:25])[CH2:17][CH2:18]2)[cH:10][c:11]1[F:12].[CH2:34]([O:35][CH2:36][CH3:37])[CH3:38].[ClH:27].[O:28]1[CH2:29][CH2:30][O:31][CH2:32][CH2:33]1>>[CH2:1]([CH3:2])[NH:3][C:4](=[O:5])[c:6]1[cH:7][c:8]([F:26])[c:9]([N:13]2[CH2:14][CH2:15][NH:16][CH2:17][CH2:18]2)[cH:10][c:11]1[F:12].[ClH:27]. The reactants are CN(C)c1ccncc1, CCN(C(C)C)C(C)C, O=Cc1ccc(C(=O)Cl)cc1, N#CCc1ccc(N)cc1. Product: N#CCc1ccc(NC(=O)c2ccc(C=O)cc2)cc1. As a reaction SMILES: [CH3:31][N:32]([CH3:33])[c:34]1[cH:35][cH:36][n:37][cH:38][cH:39]1.[CH:11]([N:12]([CH2:13][CH3:14])[CH:15]([CH3:16])[CH3:17])([CH3:18])[CH3:19].[CH:20](=[O:21])[c:22]1[cH:23][cH:24][c:25]([C:26](=[O:27])[Cl:28])[cH:29][cH:30]1.[NH2:1][c:2]1[cH:3][cH:4][c:5]([CH2:6][C:7]#[N:8])[cH:9][cH:10]1>>[NH:1]([c:2]1[cH:3][cH:4][c:5]([CH2:6][C:7]#[N:8])[cH:9][cH:10]1)[C:26]([c:25]1[cH:24][cH:23][c:22]([CH:20]=[O:21])[cH:30][cH:29]1)=[O:27]. Solvent: CO (MeOH). Reaction SMILES: [CH3:1][CH:2]1[N:15]2[C:6]([CH2:7][O:8][C:9]3[C:14]2=[CH:13][C:12]([N+:16]([O-])=O)=[C:11]([O:19][C:20]2[CH:25]=[CH:24][CH:23]=[CH:22][CH:21]=2)[CH:10]=3)=[N:5][NH:4][C:3]1=[O:26]>CO.[Ni]>[NH2:16][C:12]1[CH:13]=[C:14]2[C:9](=[CH:10][C:11]=1[O:19][C:20]1[CH:25]=[CH:24][CH:23]=[CH:22][CH:21]=1)[O:8][CH2:7][C:6]1[N:15]2[CH:2]([CH3:1])[C:3](=[O:26])[NH:4][N:5]=1. The product is NC=1C=C2N3C(C(NN=C3COC2=CC1OC1=CC=CC=C1)=O)C (6-amino-4-methyl-7-phenoxy-2,10-dihydro-9-oxa-1,2,4a-triaza-phenanthren-3-one). The reagents and catalysts are [Ni] (Ni). Conditions: time 8 hour. Reactants: CC1C(NN=C2COC3=CC(=C(C=C3N12)[N+](=O)[O-])OC1=CC=CC=C1)=O (4-methyl-6-nitro-7-phenoxy-2,10-dihydro-9-oxa-1,2,4a-triaza-phenanthren-3-one). Procedure: A mixture of 4-methyl-6-nitro-7-phenoxy-2,10-dihydro-9-oxa-1,2,4a-triaza-phenanthren-3-one (0.090 g, 0.25 mmol) and Raney Ni (0.030 g) in MeOH (5 mL) was stirred overnight under an atmosphere of H2 (30 psi) at ambient temperature. The reaction mixture was filtered and the filtrate was concentrated in vacuo to give 6-amino-4-methyl-7-phenoxy-2,10-dihydro-9-oxa-1,2,4a-triaza-phenanthren-3-one as a colorless oil (0.090 g, crude), which was used in next step without further purification. LC/MS (Tabl... Reported procedure: To a solution of 3 3-bromo-N-(3,4-dimethoxyphenyl)imidazo[1,2-b]pyridazin-6-amine (43 mg, 0.123 mmol, 1.0 equiv) in acetonitrile (1.23 mL) was added 2-(7-methoxybenzo[b]thiophen-4-yl)-4,4,5,5-tetramethyl-1,3,2-dioxaborolane (46 mg, 0.160 mmol, 1.3 equiv), bis(triphenylphosphine)palladium(II)dichloride (9 mg, 0.0123 mmol, 0.1 equiv), then sodium carbonate (1.23 mL, 1.0 M aqueous solution, 10 equiv). The reaction mixture was irradiated in the microwave at 150° C. for 10 min. Purification by column... Reactants: C([O-])([O-])=O.[Na+].[Na+] (sodium carbonate), BrC1=CN=C2N1N=C(C=C2)NC2=CC(=C(C=C2)OC)OC (3-bromo-N-(3,4-dimethoxyphenyl)imidazo[1,2-b]pyridazin-6-amine), COC1=CC=C(C2=C1SC=C2)B2OC(C(O2)(C)C)(C)C (2-(7-methoxybenzo[b]thiophen-4-yl)-4,4,5,5-tetramethyl-1,3,2-dioxaborolane). Yield: 56.4%. The product is COC1=CC=C(C2=C1SC=C2)C2=CN=C1N2N=C(C=C1)NC1=CC(=C(C=C1)OC)OC (3-(7-methoxybenzo[b]thiophen-4-yl)-N-(3,4-dimethoxyphenyl)imidazo[1,2-b]pyridazin-6-amine). Reagents/catalysts: C1=CC=C(C=C1)P(C2=CC=CC=C2)C3=CC=CC=C3.C1=CC=C(C=C1)P(C2=CC=CC=C2)C3=CC=CC=C3.Cl[Pd]Cl (bis(triphenylphosphine)palladium(II)dichloride). As a reaction SMILES: Br[C:2]1[N:6]2[N:7]=[C:8]([NH:11][C:12]3[CH:17]=[CH:16][C:15]([O:18][CH3:19])=[C:14]([O:20][CH3:21])[CH:13]=3)[CH:9]=[CH:10][C:5]2=[N:4][CH:3]=1.[CH3:22][O:23][C:24]1[C:29]2[S:30][CH:31]=[CH:32][C:28]=2[C:27](B2OC(C)(C)C(C)(C)O2)=[CH:26][CH:25]=1.C(=O)([O-])[O-].[Na+].[Na+]>C(#N)C.C1C=CC(P(C2C=CC=CC=2)C2C=CC=CC=2)=CC=1.C1C=CC(P(C2C=CC=CC=2)C2C=CC=CC=2)=CC=1.Cl[Pd]Cl>[CH3:22][O:23][C:24]1[C:29]2[S:30][CH:31]=[CH:32][C:28]=2[C:27]([C:2]2[N:6]3[N:7]=[C:8]([NH:11][C:12]4[CH:17]=[CH:16][C:15]([O:18][CH3:19])=[C:14]([O:20][CH3:21])[CH:13]=4)[CH:9]=[CH:10][C:5]3=[N:4][CH:3]=2)=[CH:26][CH:25]=1 |f:2.3.4,6.7.8|. The solvent is C(C)#N (acetonitrile). Reactants: CC1=C(C=CC=C1)S(=O)(=O)N1C=CC2=C(C=CC=C12)C=C (1-[(2-methylphenyl)sulfonyl]-4-vinyl-1H-indole), C(CCC)[Sn](C=C)(CCCC)CCCC (tributyl(vinyl)stannane), Pd(PPh3)2OAc2, BrC1=C2C=CN(C2=CC=C1)S(=O)(=O)C1=CC(=CC=C1)C(F)(F)F (4-bromo-1-{[3-(trifluoromethyl)phenyl]sulfonyl}-1H-indole), BrC1=C2C=CN(C2=CC=C1)S(=O)(=O)C1=CC(=CC=C1)C(F)(F)F (4-bromo-1-{[3-(trifluoromethyl)phenyl]sulfonyl}-1H-indole). The product is FC(C=1C=C(C=CC1)S(=O)(=O)N1C=CC2=C(C=CC=C12)C=C)(F)F (1-{[3-(Trifluoromethyl)phenyl]sulfonyl}-4-vinyl-1H-indole). The yield is 80.0%. Reaction SMILES: C[C:2]1[CH:7]=[CH:6][CH:5]=[CH:4][C:3]=1[S:8]([N:11]1[C:19]2[C:14](=[C:15]([CH:20]=[CH2:21])[CH:16]=[CH:17][CH:18]=2)[CH:13]=[CH:12]1)(=[O:10])=[O:9].BrC1C=CC=C2C=1C=CN2S(C1C=CC=C([C:41]([F:44])([F:43])[F:42])C=1)(=O)=O.C([Sn](CCCC)(CCCC)C=C)CCC>>[F:42][C:41]([F:44])([F:43])[C:5]1[CH:4]=[C:3]([S:8]([N:11]2[C:19]3[C:14](=[C:15]([CH:20]=[CH2:21])[CH:16]=[CH:17][CH:18]=3)[CH:13]=[CH:12]2)(=[O:10])=[O:9])[CH:2]=[CH:7][CH:6]=1. Reported procedure: The experimental for Intermediate 15 was followed using 4-bromo-1-{[3-(trifluoromethyl)phenyl]sulfonyl}-1H-indole (500 mg, 1.24 mmol; Intermediate 17), tributyl(vinyl)stannane (tot 0.723 mL, 2.86 mmol) and Pd(PPh3)2OAc2 (tot 46 mg, 0.062 mmol). The title compound (348 mg, 80%) was obtained as a yellow sticky oil. MS (ESI+) for C17H12F3NO2S m/z 352 (M+H)+. Reaction conditions: time 1.5 hour. Isolated yield 71.5%. Reported procedure: To an oven dried 3-neck round bottom flask, equipped with a magnetic stirrer, a thermometer, an addition funnel, a septum and a nitrogen inlet, was added 10 mL of 1M boron tribromide in methylene chloride, by syringe. The BBr3 was cooled to -65 C with a dry ice/acetone bath and 0.9 g (3.3 mmol) of 6-ethyl-5-methoxy-2-phenyl-3-propargyl-4(3H)-pyrimidinone (Compound 183) was added dropwise through an addition funnel. The reaction stirred at low temperature for 1.5 h. The reaction progress was chec... As a reaction SMILES: [CH2:1]([C:3]1[N:8]=[C:7]([C:9]2[CH:14]=[CH:13][CH:12]=[CH:11][CH:10]=2)[N:6]([CH2:15][C:16]#[CH:17])[C:5](=[O:18])[C:4]=1[O:19]C)[CH3:2]>O>[CH2:1]([C:3]1[N:8]=[C:7]([C:9]2[CH:14]=[CH:13][CH:12]=[CH:11][CH:10]=2)[N:6]([CH2:15][C:16]#[CH:17])[C:5](=[O:18])[C:4]=1[OH:19])[CH3:2]. Product: C(C)C1=C(C(N(C(=N1)C1=CC=CC=C1)CC#C)=O)O (6-ethyl-5-hydroxy-2-phenyl-3-propargyl-4(3H)-pyrimidinone). Run in O (Water). Reactants: C(C)C1=C(C(N(C(=N1)C1=CC=CC=C1)CC#C)=O)OC (6-ethyl-5-methoxy-2-phenyl-3-propargyl-4(3H)-pyrimidinone), C(C)C1=C(C(N(C(=N1)C1=CC=CC=C1)CC#C)=O)OC (6-ethyl-5-methoxy-2-phenyl-3-propargyl-4(3H)-pyrimidinone). Reactants: C(C1=CC=CC=C1)N1CCC(CC1)=O (1-benzyl-4-piperidone), C(C)(=O)O (acetic acid), C=O (paraformaldehyde), C(C)(=O)O (acetic acid), C(C1=CC=CC=C1)N (benzylamine). Run in CO (methanol), CO (methanol). Conditions: time 24 hour. Yields the product C(C1=CC=CC=C1)N1CC2CN(CC(C1)C2=O)CC2=CC=CC=C2 (N,N'-Dibenzyl-3,7-diazabicyclo[3.3.1]nonan-9-one). Reaction SMILES: [CH2:1]([N:8]1[CH2:13]C[C:11](=O)[CH2:10][CH2:9]1)[C:2]1[CH:7]=[CH:6][CH:5]=[CH:4][CH:3]=1.[C:15]([OH:18])(=O)[CH3:16].[CH2:19]=O.[CH2:21]([NH2:28])[C:22]1[CH:27]=[CH:26][CH:25]=[CH:24][CH:23]=1>CO>[CH2:21]([N:28]1[CH2:11][CH:10]2[C:15](=[O:18])[CH:16]([CH2:13][N:8]([CH2:1][C:2]3[CH:3]=[CH:4][CH:5]=[CH:6][CH:7]=3)[CH2:9]2)[CH2:19]1)[C:22]1[CH:27]=[CH:26][CH:25]=[CH:24][CH:23]=1. Procedure: In a minor modification of the previous procedure, a solution of 1-benzyl-4-piperidone (4.73 g, 25.0 mmol) and glacial acetic acid (1.50 g, 25.0 mmol) in methanol (25 mL) was added as before to a boiling mixture of paraformaldehyde (6.00 g, 200 mmol), glacial acetic acid (1.62 g, 27.0 mmol), benzylamine (2.68 g, 25.0 mmol), and methanol (100 mL). The reaction time was 24 hours and the aqueous workup was as described previously. Instead of the distillation described, the crude oil from the workup... Starting materials: ClC1=C(C(=C(C(=C1)F)N1C(N(C(=CC1=O)C(F)(F)F)C)=O)CC(=C)C)O (1-[4-chloro-6-fluoro-3-hydroxy-2-(2-methyl-2-propenyl)phenyl]-3-methyl-4-trifluoromethyl-1,2,3,6-tetrahydropyrimidine-2,6-dione), C([O-])([O-])=O.[K+].[K+] (potassium carbonate), BrCC(=O)OC (methyl bromoacetate), O (water). Run in CN(C=O)C (N,N-dimethylformamide). Reaction conditions: time 30 minute. Yields the product ClC1=C(C(=C(C(=C1)F)N1C(N(C(=CC1=O)C(F)(F)F)C)=O)CC(=C)C)OCC(=O)OC (1-[4-chloro-6-fluoro-3-methoxycarbonylmethyloxy-2-(2-methyl-2-propenyl)phenyl]-3-methyl-4-trifluoromethyl-1,2,3,6-tetrahydropyrimidine-2,6-dione). Reaction SMILES: [Cl:1][C:2]1[CH:7]=[C:6]([F:8])[C:5]([N:9]2[C:14](=[O:15])[CH:13]=[C:12]([C:16]([F:19])([F:18])[F:17])[N:11]([CH3:20])[C:10]2=[O:21])=[C:4]([CH2:22][C:23]([CH3:25])=[CH2:24])[C:3]=1[OH:26].C(=O)([O-])[O-].[K+].[K+].Br[CH2:34][C:35]([O:37][CH3:38])=[O:36].O>CN(C)C=O>[Cl:1][C:2]1[CH:7]=[C:6]([F:8])[C:5]([N:9]2[C:14](=[O:15])[CH:13]=[C:12]([C:16]([F:18])([F:19])[F:17])[N:11]([CH3:20])[C:10]2=[O:21])=[C:4]([CH2:22][C:23]([CH3:25])=[CH2:24])[C:3]=1[O:26][CH2:34][C:35]([O:37][CH3:38])=[O:36] |f:1.2.3|. Procedure: First, 1.0 g of 1-[4-chloro-6-fluoro-3-hydroxy-2-(2-methyl-2-propenyl)phenyl]-3-methyl-4-trifluoromethyl-1,2,3,6-tetrahydropyrimidine-2,6-dione was dissolved in 15 ml of N,N-dimethylformamide, to which 0.43 g of potassium carbonate and 0.4 ml of methyl bromoacetate were added, and the mixture was stirred at room temperature for 30 minutes. After completion of the reaction, the reaction mixture was poured into water and extracted with diethyl ether. The organic layer was dried and concentrated. T... Reactants: O=C([O-])[O-], CN(C)C=O, COc1cc(F)c([N+](=O)[O-])cc1N, COc1ccc(F)c(F)c1CBr, [K+], [K+], O. Product: COc1cc(F)c([N+](=O)[O-])cc1NCc1c(OC)ccc(F)c1F. RXN SMILES: [C:14](=[O:15])([O-:16])[O-:17].[CH3:33][N:34]([CH3:35])[CH:36]=[O:37].[F:1][c:2]1[cH:3][c:4]([O:12][CH3:13])[c:5]([NH2:6])[cH:7][c:8]1[N+:9](=[O:10])[O-:11].[F:20][c:21]1[c:22]([CH2:23][Br:24])[c:25]([O:30][CH3:31])[cH:26][cH:27][c:28]1[F:29].[K+:18].[K+:19].[OH2:32]>>[F:1][c:2]1[cH:3][c:4]([O:12][CH3:13])[c:5]([NH:6][CH2:23][c:22]2[c:21]([F:20])[c:28]([F:29])[cH:27][cH:26][c:25]2[O:30][CH3:31])[cH:7][c:8]1[N+:9](=[O:10])[O-:11].